Dataset: the Open Reaction Database (ORD), a public repository of structured organic reaction records. Task: describe an organic reaction: reactants, conditions, products, and yield The product is COC(=O)C=CC=C(C)c1ccc(OC)cc1. RXN SMILES: [C:14](=[O:15])([O:16][CH3:17])[CH:18]=[P:19]([c:20]1[cH:21][cH:22][cH:23][cH:24][cH:25]1)([c:26]1[cH:27][cH:28][cH:29][cH:30][cH:31]1)[c:32]1[cH:33][cH:34][cH:35][cH:36][cH:37]1.[C:44]([Cl:45])([Cl:46])([Cl:47])[Cl:48].[CH3:1][O:2][c:3]1[cH:4][cH:5][c:6]([C:9](=[CH:10][CH:11]=[O:12])[CH3:13])[cH:7][cH:8]1.[CH3:38][CH2:39][CH2:40][CH2:41][CH2:42][CH3:43].[Cl:49][CH2:50][Cl:51]>>[CH3:1][O:2][c:3]1[cH:4][cH:5][c:6]([C:9](=[CH:10][CH:11]=[CH:18][C:14](=[O:15])[O:16][CH3:17])[CH3:13])[cH:7][cH:8]1. The reactants are COC(=O)C=P(c1ccccc1)(c1ccccc1)c1ccccc1, ClC(Cl)(Cl)Cl, COc1ccc(C(C)=CC=O)cc1, CCCCCC, ClCCl. Starting materials: CC(C)(OC(=O)N1CCN(CC1)C1=NC=CC=C1NC(C#C)(C)C)C (1-[1,1-dimethylethoxycarbonyl]-4-[3-(1,1-dimethylprop-2-ynylamino)-2-pyridinyl]piperazine). The reagents and catalysts are [Ni] (Raney Nickel). Run in C(C)O (ethanol). Reaction conditions: time 20 hour. Yields the product CC(C)(OC(=O)N1CCN(CC1)C1=NC=CC=C1NC(CC)(C)C)C (1-[1,1-Dimethylethoxycarbonyl]-4-[3-(1,1-dimethylpropylamino)-2-pyridinyl]piperazine). RXN SMILES: [CH3:1][C:2]([CH3:25])([O:4][C:5]([N:7]1[CH2:12][CH2:11][N:10]([C:13]2[C:18]([NH:19][C:20]([CH3:24])([CH3:23])[C:21]#[CH:22])=[CH:17][CH:16]=[CH:15][N:14]=2)[CH2:9][CH2:8]1)=[O:6])[CH3:3]>C(O)C.[Ni]>[CH3:3][C:2]([CH3:25])([O:4][C:5]([N:7]1[CH2:8][CH2:9][N:10]([C:13]2[C:18]([NH:19][C:20]([CH3:24])([CH3:23])[CH2:21][CH3:22])=[CH:17][CH:16]=[CH:15][N:14]=2)[CH2:11][CH2:12]1)=[O:6])[CH3:1]. Procedure: To a solution of 1-[1,1-dimethylethoxycarbonyl]-4-[3-(1,1-dimethylprop-2-ynylamino)-2-pyridinyl]piperazine (PREPARATION 65, 1.00 g) in absolute ethanol (20 ml) under nitrogen is added wet Raney Nickel (650 mg). The mixture is put under a hydrogen atmosphere at 40 psi (Parr) for 20 hr, filtered through a pad of celite, and concentrated. The residue is then taken up in methylene chloride (40 ml), washed with saline (10 ml), dried over sodium sulfate, and concentrated under reduced pressure to give... Starting materials: NC1=NNC2=NC=NC(=C21)NC2=CC(=CC=C2)Cl (3-amino-4-(3-chlorophenylamino)-1H-pyrazolo[3,4-d]pyrimidine), C(C)(=O)O (acetic acid), N1C(=CC=C1)C=O (pyrrole-2-carbaldehyde). Solvent: CO (methanol). The product is ClC=1C=C(C=CC1)NC1=C2C(=NC=N1)NN=C2N=CC=2NC=CC2 (4-(3-chloro-phenylamino)-3-[(1H-pyrrol-2-yl)-methyleneamino]-1H-pyrazolo[3,4-d]pyrimidine). As a reaction SMILES: [NH2:1][C:2]1[C:10]2[C:5](=[N:6][CH:7]=[N:8][C:9]=2[NH:11][C:12]2[CH:17]=[CH:16][CH:15]=[C:14]([Cl:18])[CH:13]=2)[NH:4][N:3]=1.C(O)(=O)C.[NH:23]1[CH:27]=[CH:26][CH:25]=[C:24]1[CH:28]=O>CO>[Cl:18][C:14]1[CH:13]=[C:12]([NH:11][C:9]2[N:8]=[CH:7][N:6]=[C:5]3[NH:4][N:3]=[C:2]([N:1]=[CH:28][C:24]4[NH:23][CH:27]=[CH:26][CH:25]=4)[C:10]=23)[CH:17]=[CH:16][CH:15]=1. Procedure details: Analogously to Example 32, 261 mg (1.00 mmol) of 3-amino-4-(3-chlorophenylamino)-1H-pyrazolo[3,4-d]pyrimidine (see Step 1.6) and 180 mg of acetic acid are dissolved in 26 ml of methanol and reacted with 143 mg (1.5 mmol) of pyrrole-2-carbaldehyde to form 4-(3-chloro-phenylamino)-3-[(1H-pyrrol-2-yl)-methyleneamino]-1H-pyrazolo[3,4-d]pyrimidine. Reduction of the above intermediate in 15 ml of DMEU with 8 ml (8 mmol) of DIBAL-H, analogous working-up and digestion in DIPE yield 4-(3-chloro-phenylami... The reactants are [Na+].[Cl-] (NaCl), C(CCC)C1=CC=C(C=C1)C#CC1=CC=C(C=O)C=C1 (4-[(4-butylphenyl)ethynyl]benzaldehyde), NC1=CC2=C(OC(OC2=O)(C)C)C=C1 (6-amino-2,2-dimethyl-4H-1,3-benzodioxin-4-one), [BH4-].[Na+] (NaBH4). Run in O (water), C1(=CC=CC=C1)C (toluene), CO (MeOH), C1CCOC1 (THF). Conditions: temperature 0 celsius, time 45 minute. Yields the product C(CCC)C1=CC=C(C=C1)C#CC1=CC=C(CNC2=CC3=C(OC(OC3=O)(C)C)C=C2)C=C1 (6-({4-[(4-butylphenyl)ethynyl]benzyl}amino)-2,2-dimethyl-4H-1,3-benzodioxin-4-one). Isolated yield 78.0%. As a reaction SMILES: [CH2:1]([C:5]1[CH:10]=[CH:9][C:8]([C:11]#[C:12][C:13]2[CH:20]=[CH:19][C:16]([CH:17]=O)=[CH:15][CH:14]=2)=[CH:7][CH:6]=1)[CH2:2][CH2:3][CH3:4].[NH2:21][C:22]1[CH:34]=[CH:33][C:25]2[O:26][C:27]([CH3:32])([CH3:31])[O:28][C:29](=[O:30])[C:24]=2[CH:23]=1.[BH4-].[Na+].[Na+].[Cl-]>C1(C)C=CC=CC=1.CO.C1COCC1.O>[CH2:1]([C:5]1[CH:10]=[CH:9][C:8]([C:11]#[C:12][C:13]2[CH:20]=[CH:19][C:16]([CH2:17][NH:21][C:22]3[CH:34]=[CH:33][C:25]4[O:26][C:27]([CH3:31])([CH3:32])[O:28][C:29](=[O:30])[C:24]=4[CH:23]=3)=[CH:15][CH:14]=2)=[CH:7][CH:6]=1)[CH2:2][CH2:3][CH3:4] |f:2.3,4.5|. Procedure details: A solution of 4-[(4-butylphenyl)ethynyl]benzaldehyde (5.43 g, 20.7 mmol, intermediate which may be obtained according to methods disclosed in EP03103780.7) and 6-amino-2,2-dimethyl-4H-1,3-benzodioxin-4-one (4.00 g, 20.7 mmol) in toluene (60 mL) was heated at reflux for 3.5 hours with azeotropic removal of water. Then the mixture was cooled down to 0° C. and anhydrous THF (60 mL) and MeOH (60 1L) were added NaBH4 (1.65 g, 43.6 mmol) was added portionwise and the reaction mixture was stirred for 3... The reactants are [K] (potassium), CC(=O)C=1C=CC(=CC1)O (4-hydroxyacetophenone), ClC(C(=O)OCC)C (ethyl 2-chloropropanoate). The solvent is CN(C)C=O (DMF). Reaction conditions: temperature 87.5 celsius, time 3 hour. The product is C(C)(=O)C1=CC=C(OC(C(=O)OCC)C)C=C1 (ethyl 2-(4-acetylphenoxy)-propanoate). Yield: 90.7%. Reaction SMILES: [K].[CH3:2][C:3]([C:5]1[CH:6]=[CH:7][C:8]([OH:11])=[CH:9][CH:10]=1)=[O:4].Cl[CH:13]([CH3:19])[C:14]([O:16][CH2:17][CH3:18])=[O:15]>CN(C=O)C>[C:3]([C:5]1[CH:10]=[CH:9][C:8]([O:11][CH:13]([CH3:19])[C:14]([O:16][CH2:17][CH3:18])=[O:15])=[CH:7][CH:6]=1)(=[O:4])[CH3:2] |^1:0|. Reported procedure: To a solution of the potassium salt of 4-hydroxyacetophenone (25.0 g, 0.14 mol) in DMF (100 mL) is added ethyl 2-chloropropanoate (27.3 g, 0.20 mol) over 30 minutes and stirred at 85-90° C. for 3 hours under nitrogen. The reaction is filtered to remove KC1 and the filtrate is concentrated under reduced pressure to remove DMF and the product is analyzed by GLC. The product is dissolved in ethyl acetate (300 mL) and extracted with 2N NaOH (2×100 mL) and water (100 mL). The organic phase is dried a... The reactants are C(\C=C\C(=O)[O-])(=O)OC (Monomethyl fumarate), Cl.C(C)N=C=NCCCN(C)C (1-ethyl-3-(3-dimethylaminopropyl)carbodiimide hydrochloride), N1(CCOCC1)CCCO (3-Morpholin-4-yl-propan-1-ol), 4-N,N-dimethylaminopyridine, carboxylic acid. Run in ClCCl (dichloromethane). The product is C(\C=C\C(=O)OCCCN1CCOCC1)(=O)OC (Methyl 3-morpholin-4-ylpropyl (2E)but-2-ene-1,4-dioate). Reaction SMILES: [C:1]([O:8][CH3:9])(=[O:7])/[CH:2]=[CH:3]/[C:4]([O-])=[O:5].Cl.C(N=C=NCCCN(C)C)C.[N:22]1([CH2:28][CH2:29][CH2:30][OH:31])[CH2:27][CH2:26][O:25][CH2:24][CH2:23]1>ClCCl>[C:1]([O:8][CH3:9])(=[O:7])/[CH:2]=[CH:3]/[C:4]([O:31][CH2:30][CH2:29][CH2:28][N:22]1[CH2:27][CH2:26][O:25][CH2:24][CH2:23]1)=[O:5] |f:1.2|. Reported procedure: Monomethyl fumarate (MMF) was reacted with 1-ethyl-3-(3-dimethylaminopropyl)carbodiimide hydrochloride (EDAC) (1.2 eq) in dichloromethane (DCM) at ca. 0° C. 3-Morpholin-4-yl-propan-1-ol (1 eq) and 4-N,N-dimethylaminopyridine (DMAP) (catalytic amount) were added to the activated carboxylic acid. After the completion of the reaction, followed by the work-up of the reaction mixture, the title compound was isolated as a viscous-oil. Starting materials: CN(C=CC(=O)C1=CNC2=CC=CC=C12)C (3-dimethylamino-1-(3-indolyl)-2-propen- 1-one), [N+](=O)(O)[O-].FC(C(F)F)(OC=1C=C(C=CC1)NC(=N)N)F (3-(1,1,2,2-tetrafluoroethoxy)phenylguanidine nitrate). Yields the product FC(C(F)F)(OC=1C=C(C=CC1)NC1=NC=CC(=N1)C1=CNC2=CC=CC=C12)F (N-[3-(1,1,2,2-tetrafluoroethoxy)phenyl]-4-(3-indolyl)-2-pyrimidine-amine). RXN SMILES: CN(C)[CH:3]=[CH:4][C:5]([C:7]1[C:15]2[C:10](=[CH:11][CH:12]=[CH:13][CH:14]=2)[NH:9][CH:8]=1)=O.[N+]([O-])(O)=O.[F:21][C:22]([F:37])([O:26][C:27]1[CH:28]=[C:29]([NH:33][C:34]([NH2:36])=[NH:35])[CH:30]=[CH:31][CH:32]=1)[CH:23]([F:25])[F:24]>>[F:21][C:22]([F:37])([O:26][C:27]1[CH:28]=[C:29]([NH:33][C:34]2[N:36]=[C:5]([C:7]3[C:15]4[C:10](=[CH:11][CH:12]=[CH:13][CH:14]=4)[NH:9][CH:8]=3)[CH:4]=[CH:3][N:35]=2)[CH:30]=[CH:31][CH:32]=1)[CH:23]([F:24])[F:25] |f:1.2|. Reported procedure: In accordance with the general procedure described in Example 32, reaction of 213 mg(1 mmol) of 3-dimethylamino-1-(3-indolyl)-2-propen- 1-one [described in EP-A-0 233 461] and 310 mg (1 mmol) of 3-(1,1,2,2-tetrafluoroethoxy)phenylguanidine nitrate gives N-[3-(1,1,2,2-tetrafluoroethoxy)phenyl]-4-(3-indolyl)-2-pyrimidine-amine; m.p. 140°-142°, FAB-MS: 403 (M+ +1).